Dataset: the Open Reaction Database (ORD), a public repository of structured organic reaction records. Task: describe an organic reaction: reactants, conditions, products, and yield Reactants: C1CCOC1, Cc1nc(-c2cn(S(=O)(=O)c3ccccc3)c3ncc(C4CCC5(CC4)OCCO5)cc23)cs1, Cl, [Na+], O=C([O-])O. Yields the product Cc1nc(-c2cn(S(=O)(=O)c3ccccc3)c3ncc(C4CCC(=O)CC4)cc23)cs1. Reaction SMILES: [CH2:41]1[O:42][CH2:43][CH2:44][CH2:45]1.[CH3:1][c:2]1[s:3][cH:4][c:5](-[c:7]2[cH:8][n:9]([S:26](=[O:27])(=[O:28])[c:29]3[cH:30][cH:31][cH:32][cH:33][cH:34]3)[c:10]3[n:11][cH:12][c:13]([CH:16]4[CH2:17][CH2:18][C:19]5([O:20][CH2:23][CH2:22][O:21]5)[CH2:24][CH2:25]4)[cH:14][c:15]23)[n:6]1.[ClH:35].[Na+:40].[O-:36][C:37]([OH:38])=[O:39]>>[CH3:1][c:2]1[s:3][cH:4][c:5](-[c:7]2[cH:8][n:9]([S:26](=[O:27])(=[O:28])[c:29]3[cH:30][cH:31][cH:32][cH:33][cH:34]3)[c:10]3[n:11][cH:12][c:13]([CH:16]4[CH2:17][CH2:18][C:19](=[O:20])[CH2:24][CH2:25]4)[cH:14][c:15]23)[n:6]1. Starting materials: CC(C)(Br)c1ccc2occ(C#N)c(=O)c2c1, CC(=O)O, O. RXN SMILES: [Br:1][C:2]([CH3:3])([CH3:4])[c:5]1[cH:6][cH:7][c:8]2[c:9]([c:10](=[O:16])[c:11]([C:14]#[N:15])[cH:12][o:13]2)[cH:17]1.[CH3:18][C:19](=[O:20])[OH:21].[OH2:22]>>[C:2](=[CH2:3])([CH3:4])[c:5]1[cH:6][cH:7][c:8]2[c:9]([c:10](=[O:16])[c:11]([C:14]#[N:15])[cH:12][o:13]2)[cH:17]1. Yields the product C=C(C)c1ccc2occ(C#N)c(=O)c2c1. Starting materials: NCCCC=1N=C(N(C1)C(C1=CC=CC=C1)(C1=CC=CC=C1)C1=CC=CC=C1)F (4-(3-aminopropyl)-2-fluoro-1-triphenylmethylimidazole), ClC(=O)N1C(C(N(CC1)CC)=O)=O (1-chlorocarbonyl-4-ethylpiperazine-2,3-dione). Reagents/catalysts: CN(C1=CC=NC=C1)C (4-dimethylaminopyridine). Run in C(Cl)Cl (CH2Cl2), C(Cl)Cl (CH2Cl2). Yields the product O=C1N(CCN(C1=O)CC)C(=O)NCCCC=1N=C(N(C1)C(C1=CC=CC=C1)(C1=CC=CC=C1)C1=CC=CC=C1)F (4-[3-(2,3-dioxo-4-ethylpiperazine-1-carbonylamino)propyl]-2-fluoro-1-triphenylmethylimidazole). As a reaction SMILES: [NH2:1][CH2:2][CH2:3][CH2:4][C:5]1[N:6]=[C:7]([F:29])[N:8]([C:10]([C:23]2[CH:28]=[CH:27][CH:26]=[CH:25][CH:24]=2)([C:17]2[CH:22]=[CH:21][CH:20]=[CH:19][CH:18]=2)[C:11]2[CH:16]=[CH:15][CH:14]=[CH:13][CH:12]=2)[CH:9]=1.Cl[C:31]([N:33]1[CH2:38][CH2:37][N:36]([CH2:39][CH3:40])[C:35](=[O:41])[C:34]1=[O:42])=[O:32]>C(Cl)Cl.CN(C)C1C=CN=CC=1>[O:42]=[C:34]1[C:35](=[O:41])[N:36]([CH2:39][CH3:40])[CH2:37][CH2:38][N:33]1[C:31]([NH:1][CH2:2][CH2:3][CH2:4][C:5]1[N:6]=[C:7]([F:29])[N:8]([C:10]([C:11]2[CH:16]=[CH:15][CH:14]=[CH:13][CH:12]=2)([C:23]2[CH:28]=[CH:27][CH:26]=[CH:25][CH:24]=2)[C:17]2[CH:18]=[CH:19][CH:20]=[CH:21][CH:22]=2)[CH:9]=1)=[O:32]. Procedure details: Crude 4-(3-aminopropyl)-2-fluoro-1-triphenylmethylimidazole was dissolved in CH2Cl2 and treated with 4-dimethylaminopyridine and a solution of 1-chlorocarbonyl-4-ethylpiperazine-2,3-dione in CH2Cl2. Work-up by chromatography gave 4-[3-(2,3-dioxo-4-ethylpiperazine-1-carbonylamino)propyl]-2-fluoro-1-triphenylmethylimidazole, having the following n.m.r. spectrum in CDCl3 : 1.25 (t, 3H); 1.85 (quintet, 2H); 2.25-3.7 (m, 6H); 4.05 (q, 2H); 6.25 (s, 1H); 7.05-7.5 (m, 15H). Starting materials: CCSc1cccc(S(=O)(=O)c2ccc(C3CCN(C(=O)OC(C)(C)C)C3)c(OC)c2)c1, ClCCl, O=C(O)C(F)(F)F. Product: CCSc1cccc(S(=O)(=O)c2ccc(C3CCNC3)c(OC)c2)c1. RXN SMILES: [C:8]([O:9][C:10](=[O:11])[N:15]1[CH2:16][CH:17]([c:20]2[c:21]([O:38][CH3:39])[cH:22][c:23]([S:26](=[O:27])(=[O:28])[c:29]3[cH:30][c:31]([S:35][CH2:36][CH3:37])[cH:32][cH:33][cH:34]3)[cH:24][cH:25]2)[CH2:18][CH2:19]1)([CH3:12])([CH3:13])[CH3:14].[Cl:40][CH2:41][Cl:42].[OH:1][C:2]([C:3]([F:4])([F:5])[F:6])=[O:7]>>[NH:15]1[CH2:16][CH:17]([c:20]2[c:21]([O:38][CH3:39])[cH:22][c:23]([S:26](=[O:27])(=[O:28])[c:29]3[cH:30][c:31]([S:35][CH2:36][CH3:37])[cH:32][cH:33][cH:34]3)[cH:24][cH:25]2)[CH2:18][CH2:19]1. Reactants: CCOC(=O)c1cc(C)nn1-c1ccc(OC)cc1, C1CCOC1, CO, [Na+], [OH-], O. Yields the product COc1ccc(-n2nc(C)cc2C(=O)O)cc1. RXN SMILES: [CH2:1]([CH3:2])[O:3][C:4](=[O:5])[c:6]1[n:7](-[c:12]2[cH:13][cH:14][c:15]([O:18][CH3:19])[cH:16][cH:17]2)[n:8][c:9]([CH3:11])[cH:10]1.[CH2:22]1[O:23][CH2:24][CH2:25][CH2:26]1.[CH3:20][OH:21].[Na+:28].[OH-:27].[OH2:29]>>[O:3]=[C:4]([OH:5])[c:6]1[n:7](-[c:12]2[cH:13][cH:14][c:15]([O:18][CH3:19])[cH:16][cH:17]2)[n:8][c:9]([CH3:11])[cH:10]1. Starting materials: NC1=CC(=C(C=C1[N+](=O)[O-])OC)F (4-Amino-2-fluoro-5-nitroanisole), O=[As](=O)O[As](=O)=O (arsenic pentoxide), P(O)(O)(O)=O (phosphoric acid), C(=C)C(=O)C (methyl vinyl ketone). The solvent is ice water, [OH-].[NH4+] (ammonium hydroxide). Conditions: time 0.5 hour. The product is CC1=CC=NC2=C(C=C(C(=C12)F)OC)[N+](=O)[O-] (4-Methyl-5-fluoro-6-methoxy-8-nitroquinoline). Isolated yield 58.3%. As a reaction SMILES: [NH2:1][C:2]1[C:7]([N+:8]([O-:10])=[O:9])=[CH:6][C:5]([O:11][CH3:12])=[C:4]([F:13])[CH:3]=1.O=[As](O[As](=O)=O)=O.P(=O)(O)(O)O.[CH:26]([C:28]([CH3:30])=O)=[CH2:27]>[OH-].[NH4+]>[CH3:30][C:28]1[C:3]2[C:2](=[C:7]([N+:8]([O-:10])=[O:9])[CH:6]=[C:5]([O:11][CH3:12])[C:4]=2[F:13])[N:1]=[CH:27][CH:26]=1 |f:4.5|. Reported procedure: To a hot (92°), stirred mixture of 54.4 g (0.292 mol) of 4-amino-2-fluoro-5-nitroanisole (XIII), 50.2 g (0.218 mol) of arsenic pentoxide, and 300 mL of 88% phosphoric acid was added 24.5 g (0.349 mol) of methyl vinyl ketone, during 0.5 hour. The reaction mixture was heated at 95° for 2.5 hours, cooled, diluted with 2.0 L of ice-water, then basified with 700 mL of concentrated ammonium hydroxide. The solid which separated was collected on a filter, washed with water (4×1.0 L), then air dried; yie... Starting materials: CC(=O)[O-], CCO, O=C(CBr)c1cccc([N+](=O)[O-])c1, [Na+]. The product is O=C(CO)c1cccc([N+](=O)[O-])c1. RXN SMILES: [CH3:15][C:16]([O-:17])=[O:18].[CH3:19][CH2:20][OH:21].[N+:1](=[O:2])([O-:3])[c:4]1[cH:5][c:6]([C:7]([CH2:8][Br:9])=[O:10])[cH:11][cH:12][cH:13]1.[Na+:14]>>[N+:1](=[O:2])([O-:3])[c:4]1[cH:5][c:6]([C:7]([CH2:8][OH:17])=[O:10])[cH:11][cH:12][cH:13]1. Starting materials: CCCCCCCC(=O)CC[C@H]1[C@@H](C[C@@H]([C@@H]1C/C=C/CCCC(=O)OC(C)C)O)O (13,14-dihydro-15-keto-20-ethyl-PGF2), O[C@H]1[C@@H]([C@H]([C@H](C1)O)C\C=C/CCCC(=O)OC(C)C)CCC(CCCCCCC)=O (isopropyl(Z)-7-[(1R,2R,3R,5S)-3,5-dihydroxy-2-{3-oxo-1-decyl}cyclopentyl]-hept-5-enoate). Yields the product O[C@H]1[C@@H]([C@H]([C@H](C1)O)C\C=C/CCCC(=O)O)\C=C\[C@H](CCCCC)O ((Z)-7-[(1R,2R,3R,5S)-3,5-dihydroxy-2-{(E)-(3S)-3-hydroxy-1-octenyl}-cyclopentyl]-5-heptenoic acid). Reaction SMILES: CC[CH2:3][CH2:4][CH2:5][CH2:6][CH2:7][C:8]([CH2:10][CH2:11][C@@H:12]1[C@@H:16]([CH2:17]/[CH:18]=[CH:19]/[CH2:20][CH2:21][CH2:22][C:23]([O:25]C(C)C)=[O:24])[C@@H:15]([OH:29])[CH2:14][C@H:13]1[OH:30])=[O:9].O[C@@H]1C[C@H](O)[C@H](C/C=C\CCCC(OC(C)C)=O)[C@H]1CCC(=O)CCCCCCC>>[OH:30][C@@H:13]1[CH2:14][C@H:15]([OH:29])[C@H:16]([CH2:17]/[CH:18]=[CH:19]\[CH2:20][CH2:21][CH2:22][C:23]([OH:25])=[O:24])[C@H:12]1/[CH:11]=[CH:10]/[C@@H:8]([OH:9])[CH2:7][CH2:6][CH2:5][CH2:4][CH3:3]. Reported procedure: 13,14-dihydro-15-keto-20-ethyl-PGF2 α isopropyl ester is isopropyl(Z)-7-[(1R,2R,3R,5S)-3,5-dihydroxy-2-{3-oxo-1-decyl}cyclopentyl]-hept-5-enoate;